Dataset: the Open Reaction Database (ORD), a public repository of structured organic reaction records. Task: describe an organic reaction: reactants, conditions, products, and yield Product: CC(C)=Cc1cc(C(C)(C)C)c(O)c(C(C)(C)C)c1. Reaction SMILES: [C:1]([CH3:2])([CH3:3])([CH3:4])[c:5]1[c:6]([OH:15])[c:7]([C:11]([CH3:12])([CH3:13])[CH3:14])[cH:8][cH:9][cH:10]1.[CH3:21][NH:22][CH3:23].[CH:16]([CH:17]([CH3:18])[CH3:19])=[O:20].[CH:24]([OH:25])([CH3:26])[CH3:27]>>[C:1]([CH3:2])([CH3:3])([CH3:4])[c:5]1[c:6]([OH:15])[c:7]([C:11]([CH3:12])([CH3:13])[CH3:14])[cH:8][c:9]([CH:16]=[C:17]([CH3:18])[CH3:19])[cH:10]1. Reactants: CC(C)(C)c1cccc(C(C)(C)C)c1O, CNC, CC(C)C=O, CC(C)O. Reactants: S(=O)(=O)([O-])[O-].[Na+].[Na+] (sodium sulfate), [Cl-].[Ca+2].[Cl-] (calcium chloride). Reagents/catalysts: [O-][W](=O)(=O)[O-].[Ca+2] (calcium tungstate), [O-][W](=O)(=O)[O-].[Na+].[Na+] (sodium tungstate). Yields the product S(=O)(=O)([O-])[O-].[Na+].[Na+] (sodium sulfate), S(=O)(=O)([O-])[O-].[Ca+2] (calcium sulfate). As a reaction SMILES: [S:1]([O-:5])([O-:4])(=[O:3])=[O:2].[Na+:6].[Na+].[Cl-].[Ca+2:9].[Cl-]>[O-][W]([O-])(=O)=O.[Ca+2].[O-][W]([O-])(=O)=O.[Na+].[Na+]>[S:1]([O-:5])([O-:4])(=[O:3])=[O:2].[Na+:6].[Na+:6].[S:1]([O-:5])([O-:4])(=[O:3])=[O:2].[Ca+2:9] |f:0.1.2,3.4.5,6.7,8.9.10,11.12.13,14.15|. Procedure details: The conventional method of precipitating calcium tungstate from an aqueous solution of sodium tungstate which also contains sodium sulfate is adding calcium chloride. The presence of sodium sulfate in the solution inevitably results in co-precipitation of calcium sulfate, thereby contaminating the calcium tungstate precipitate. The precipitate is therefore typically calcined with carbon at about 950° C. to reduce the calcium sulfate to calcium oxide plus a sulfur dioxide offgas. This process is ... Reactants: aqueous solution, C(C)N (ethylamine), [OH-].[Na+] (NaOH), ClC=1SC(=CN1)CCl (2-chloro-5-chloromethylthiazole). The reagents and catalysts are [Cl-].C(C1=CC=CC=C1)[N+](CC)(CC)CC (benzyl triethyl ammonium chloride). The solvent is C(Cl)(Cl)Cl (chloroform). Reaction conditions: time 8 hour. Yields the product ClC=1SC(=CN1)CNCC (2-chloro-5-ethylaminomethylthiazole). RXN SMILES: [CH2:1]([NH2:3])[CH3:2].[OH-].[Na+].[Cl:6][C:7]1[S:8][C:9]([CH2:12]Cl)=[CH:10][N:11]=1>C(Cl)(Cl)Cl.[Cl-].C([N+](CC)(CC)CC)C1C=CC=CC=1>[Cl:6][C:7]1[S:8][C:9]([CH2:12][NH:3][CH2:1][CH3:2])=[CH:10][N:11]=1 |f:1.2,5.6|. Procedure: A 60˜70% aqueous solution of ethylamine (3.6 mL) and a 20% aqueous NaOH solution (8.0 mL) were added dropwise respectively into a solution of 2-chloro-5-chloromethylthiazole (3.40 g) in chloroform (40 mL), then benzyl triethyl ammonium chloride (0.1 g) was added. After stirring overnight at room temperature, the pH of the resulting mixture was adjusted to weak alkaline. The organic layer was separated while the aqueous layer was extracted with dichloromethane twice. The organic phases were combi... Starting materials: [Cl-].[NH4+] (ammonium chloride), CN(/C=C/C(=O)C=1C=C(C=CC1O)C1=C(C=CC=C1)C(F)(F)F)C ((2E)-3-(Dimethylamino)-1-[4-hydroxy-2′-(trifluoromethyl)biphenyl-3-yl]prop-2-en-1-one), ClC=1C(=CC(=C(C1)S(=O)(=O)N(C=1SC=NN1)CC1=C(C=C(C=C1)OC)OC)F)F (5-chloro-N-(2,4-dimethoxybenzyl)-2,4-difluoro-N-1,3,4-thiadiazol-2-ylbenzenesulfonamide), C([O-])([O-])=O.[K+].[K+] (potassium carbonate). Run in CS(=O)C (dimethylsulfoxide). Run at time 18 hour. The product is ClC=1C(=CC(=C(C1)S(=O)(=O)N(C=1SC=NN1)CC1=C(C=C(C=C1)OC)OC)F)OC1=C(C=C(C=C1)C1=C(C=CC=C1)C(F)(F)F)C(\C=C\N(C)C)=O (5-Chloro-N-(2,4-dimethoxybenzyl)-4-({3-[(2E)-3-(dimethylamino)prop-2-enoyl]-2′-(trifluoromethyl)biphenyl-4-yl}oxy)-2-fluoro-N-1,3,4-thiadiazol-2-ylbenzenesulfonamide). The yield is 105.5%. As a reaction SMILES: [CH3:1][N:2]([CH3:24])/[CH:3]=[CH:4]/[C:5]([C:7]1[CH:8]=[C:9]([C:14]2[CH:19]=[CH:18][CH:17]=[CH:16][C:15]=2[C:20]([F:23])([F:22])[F:21])[CH:10]=[CH:11][C:12]=1[OH:13])=[O:6].[Cl:25][C:26]1[C:27](F)=[CH:28][C:29]([F:52])=[C:30]([S:32]([N:35]([CH2:41][C:42]2[CH:47]=[CH:46][C:45]([O:48][CH3:49])=[CH:44][C:43]=2[O:50][CH3:51])[C:36]2[S:37][CH:38]=[N:39][N:40]=2)(=[O:34])=[O:33])[CH:31]=1.C(=O)([O-])[O-].[K+].[K+].[Cl-].[NH4+]>CS(C)=O>[Cl:25][C:26]1[C:27]([O:13][C:12]2[CH:11]=[CH:10][C:9]([C:14]3[CH:19]=[CH:18][CH:17]=[CH:16][C:15]=3[C:20]([F:22])([F:21])[F:23])=[CH:8][C:7]=2[C:5](=[O:6])/[CH:4]=[CH:3]/[N:2]([CH3:1])[CH3:24])=[CH:28][C:29]([F:52])=[C:30]([S:32]([N:35]([CH2:41][C:42]2[CH:47]=[CH:46][C:45]([O:48][CH3:49])=[CH:44][C:43]=2[O:50][CH3:51])[C:36]2[S:37][CH:38]=[N:39][N:40]=2)(=[O:33])=[O:34])[CH:31]=1 |f:2.3.4,5.6|. Procedure: To a suspension of (2E)-3-(Dimethylamino)-1-[4-hydroxy-2′-(trifluoromethyl)biphenyl-3-yl]prop-2-en-1-one (Preparation 43, 809 mg, 2.41 mmol) and 5-chloro-N-(2,4-dimethoxybenzyl)-2,4-difluoro-N-1,3,4-thiadiazol-2-ylbenzenesulfonamide (Preparation 16, 1.10 g, 2.39 mmol) in dimethylsulfoxide (10.0 mL) was added potassium carbonate (859 mg, 6.22 mmol). The reaction mixture was stirred for 18 hours at room temperature under an atmosphere of nitrogen. The reaction was poured into a saturated solution ... The reactants are CCO, NN, CC(C)(C)OC(=O)N1CCCC(CN2C(=O)c3ccccc3C2=O)C1, O. Product: CC(C)(C)OC(=O)N1CCCC(CN)C1. Reaction SMILES: [CH3:29][CH2:30][OH:31].[NH2:2][NH2:3].[O:4]=[C:5]1[N:6]([CH2:15][CH:16]2[CH2:17][N:18]([C:22](=[O:23])[O:24][C:25]([CH3:26])([CH3:27])[CH3:28])[CH2:19][CH2:20][CH2:21]2)[C:13](=[O:14])[c:8]2[c:7]1[cH:12][cH:11][cH:10][cH:9]2.[OH2:1]>>[NH2:6][CH2:15][CH:16]1[CH2:17][N:18]([C:22](=[O:23])[O:24][C:25]([CH3:26])([CH3:27])[CH3:28])[CH2:19][CH2:20][CH2:21]1. Reactants: CC(C)[O-], CS(=O)(=O)c1ccc(Br)c(Cl)c1CBr, CC(C)O, [Na+]. Yields the product CC(C)OCc1c(S(C)(=O)=O)ccc(Br)c1Cl. Reaction SMILES: [CH3:15][CH:16]([O-:17])[CH3:18].[CH3:1][S:2](=[O:3])(=[O:4])[c:5]1[c:6]([CH2:13][Br:14])[c:7]([Cl:12])[c:8]([Br:11])[cH:9][cH:10]1.[CH:20]([OH:21])([CH3:22])[CH3:23].[Na+:19]>>[CH3:1][S:2](=[O:3])(=[O:4])[c:5]1[c:6]([CH2:13][O:17][CH:16]([CH3:15])[CH3:18])[c:7]([Cl:12])[c:8]([Br:11])[cH:9][cH:10]1. Reactants: C(C)(C)(C)OC([C@H](CNC(C1=CC=C(C=C1)OCC=CCN1CCCC1)=O)NS(=O)(=O)C1=CC=CC=C1)=O (4-[(4-Pyrrolidinylbut-2-enyl)oxy]benzoyl-2(S)-phenylsulfonylamino-β-alanine t-butyl ester), Cl (HCl), CCO (EtOH). The solvent is O (H2O). Yields the product [NH4+].[OH-] (NH4OH), N1(CCCC1)CC=CCOC1=CC=C(C(=O)NC[C@@H](C(=O)O)NS(=O)(=O)C2=CC=CC=C2)C=C1 (4-[(4-Pyrrolidinylbut-2-enyl)oxy]benzoyl-2(S)-phenylsulfonylamino-β-alanine). As a reaction SMILES: C([O:5][C:6](=[O:38])[C@@H:7]([NH:28][S:29]([C:32]1[CH:37]=[CH:36][CH:35]=[CH:34][CH:33]=1)(=[O:31])=[O:30])[CH2:8][NH:9][C:10](=[O:27])[C:11]1[CH:16]=[CH:15][C:14]([O:17][CH2:18][CH:19]=[CH:20][CH2:21][N:22]2[CH2:26][CH2:25][CH2:24][CH2:23]2)=[CH:13][CH:12]=1)(C)(C)C.Cl.CCO>O>[NH4+:9].[OH-:5].[N:22]1([CH2:21][CH:20]=[CH:19][CH2:18][O:17][C:14]2[CH:15]=[CH:16][C:11]([C:10]([NH:9][CH2:8][C@H:7]([NH:28][S:29]([C:32]3[CH:37]=[CH:36][CH:35]=[CH:34][CH:33]=3)(=[O:31])=[O:30])[C:6]([OH:38])=[O:5])=[O:27])=[CH:12][CH:13]=2)[CH2:26][CH2:25][CH2:24][CH2:23]1 |f:4.5|. Procedure details: The compound 30-5 (0.22 g, 0.43 mmol) was treated with 6N HCl (20 mL) for 24 h at room temperature and 1.5 h at 60° C. Concentration of the solution and chromatography of the residue (SiO2, 9:1:1 EtOH, H2O, NH4OH) gave 30-6 as a white solid. Rf (9:1:1 EtOH/H2O/NH4OH) 0.69. Reactants: Cl.Cl.C(C)(=O)O[C@H]1[C@H](OC2=NNC(=C2CC2=C(C=C(C=C2)\C=C\CCN2CC3(CCC2)CCN(CC3)C(CN)=O)C)C(C)C)O[C@@H]([C@H]([C@@H]1OC(C)=O)OC(C)=O)COC(C)=O (4-(4-{(1E)-4-[9-(aminoacetyl)-2,9-diazaspiro[5.5]undec-2-yl]but-1-en-1-yl]-2-methylbenzyl}-5-(propan-2-yl)-1H-pyrazol-3-yl 2,3,4,6-tetra-O-acetyl-beta-D-glucopyranoside dihydrochloride), C(C)(C)N(CC)C(C)C (diisopropylethylamine), N (ammonia), N (ammonia), C(C(C)C)N=C=O (isobutyl isocyanate), N (ammonia). The solvent is C(C)#N (acetonitrile), ClCCl (dichloromethane). Conditions: temperature 5 celsius, time 10 minute. The product is [C@@H]1([C@H](O)[C@@H](O)[C@H](O)[C@H](O1)CO)OC1=NNC(=C1CC1=C(C=C(C=C1)/C=C/CCN1CC2(CCC1)CCN(CC2)C(CNC(=O)NCC(C)C)=O)C)C(C)C (1-(2-{2-[(3E)-4-(4-{[3-(beta-D-glucopyranosyloxy)-5-(propan-2-yl)-1H-pyrazol-4-yl]methyl}-3-methylphenyl]but-3-en-1-yl]-2,9-diazaspiro[5.5]undec-9-yl}-2-oxoethyl)-3-(2-methylpropyl)urea). The yield is 67.9%. As a reaction SMILES: Cl.Cl.C([O:6][C@@H:7]1[C@@H:48]([O:49]C(=O)C)[C@H:47]([O:53]C(=O)C)[C@@H:46]([CH2:57][O:58]C(=O)C)[O:45][C@H:8]1[O:9][C:10]1[C:14]([CH2:15][C:16]2[CH:21]=[CH:20][C:19](/[CH:22]=[CH:23]/[CH2:24][CH2:25][N:26]3[CH2:31][CH2:30][CH2:29][C:28]4([CH2:36][CH2:35][N:34]([C:37](=[O:40])[CH2:38][NH2:39])[CH2:33][CH2:32]4)[CH2:27]3)=[CH:18][C:17]=2[CH3:41])=[C:13]([CH:42]([CH3:44])[CH3:43])[NH:12][N:11]=1)(=O)C.C(N(C(C)C)CC)(C)C.[CH2:71]([N:75]=[C:76]=[O:77])[CH:72]([CH3:74])[CH3:73].N>ClCCl.C(#N)C>[C@@H:8]1([O:9][C:10]2[C:14]([CH2:15][C:16]3[CH:21]=[CH:20][C:19](/[CH:22]=[CH:23]/[CH2:24][CH2:25][N:26]4[CH2:31][CH2:30][CH2:29][C:28]5([CH2:36][CH2:35][N:34]([C:37](=[O:40])[CH2:38][NH:39][C:76]([NH:75][CH2:71][CH:72]([CH3:74])[CH3:73])=[O:77])[CH2:33][CH2:32]5)[CH2:27]4)=[CH:18][C:17]=3[CH3:41])=[C:13]([CH:42]([CH3:44])[CH3:43])[NH:12][N:11]=2)[O:45][C@H:46]([CH2:57][OH:58])[C@@H:47]([OH:53])[C@H:48]([OH:49])[C@H:7]1[OH:6] |f:0.1.2|. Reported procedure: A mixture of 4-(4-{(1E)-4-[9-(aminoacetyl)-2,9-diazaspiro[5.5]undec-2-yl]but-1-en-1-yl]-2-methylbenzyl}-5-(propan-2-yl)-1H-pyrazol-3-yl 2,3,4,6-tetra-O-acetyl-beta-D-glucopyranoside dihydrochloride (11.70 g; 13.04 mmoles) in dichloromethane (33 mL) and diisopropylethylamine (13.65 mL; 78.27 mmoles) is stirred for 10 minutes to dissolve. The mixture is cooled to 5° C. and isobutyl isocyanate (2.59 g, 26.09 mmoles) is added dropwise over 5 minutes. When the addition is complete the cooling bath wa... Reactants: S(=S)(=O)([O-])[O-].[Na+].[Na+] (sodium thiosulfate), C(C)OCC (diethyl ether), BrC1=CC=C(C=C1)C1=CC(=NN1C=1C=CC(=NC1)S(=O)(=O)N)C(F)(F)F (5-[5-(4-bromophenyl)-3-(trifluoromethyl)-1H-pyrazol-1-yl]-2-pyridinesulfonamide), ClN1C(CCC1=O)=O (N-chlorosuccinimide), ClN1C(CCC1=O)=O (N-chlorosuccinimide). The solvent is CN(C=O)C (N,N-dimethylformamide). Reaction conditions: time 18 hour. Product: BrC1=CC=C(C=C1)C1=C(C(=NN1C=1C=CC(=NC1)S(=O)(=O)N)C(F)(F)F)Cl (5-[5-(4-Bromophenyl)-4-chloro-3-(trifluoromethyl)-1H-pyrazol-1-yl]-2-pyridinesulfonamide). The yield is 62.6%. RXN SMILES: [Br:1][C:2]1[CH:7]=[CH:6][C:5]([C:8]2[N:12]([C:13]3[CH:14]=[CH:15][C:16]([S:19]([NH2:22])(=[O:21])=[O:20])=[N:17][CH:18]=3)[N:11]=[C:10]([C:23]([F:26])([F:25])[F:24])[CH:9]=2)=[CH:4][CH:3]=1.[Cl:27]N1C(=O)CCC1=O.S([O-])([O-])(=O)=S.[Na+].[Na+].C(OCC)C>CN(C)C=O>[Br:1][C:2]1[CH:7]=[CH:6][C:5]([C:8]2[N:12]([C:13]3[CH:14]=[CH:15][C:16]([S:19]([NH2:22])(=[O:20])=[O:21])=[N:17][CH:18]=3)[N:11]=[C:10]([C:23]([F:26])([F:24])[F:25])[C:9]=2[Cl:27])=[CH:4][CH:3]=1 |f:2.3.4|. Reported procedure: To a solution of 5-[5-(4-bromophenyl)-3-(trifluoromethyl)-1H-pyrazol-1-yl]-2-pyridinesulfonamide (350 mg, 0.783 mmol) in N,N-dimethylformamide (12 ml) was added N-chlorosuccinimide (1.05 g, 7.83 mmol) at room temperature. After the mixture was stirred for 18 hr, 1.05 g of N-chlorosuccinimide was added. The resulting mixture was stirred for further 36 hr. 20 ml of saturated aqueous sodium thiosulfate and 50 ml of diethyl ether were added and the two-phase-mixture was stirred for 0.5 hr. The separ...